From a dataset of the Open Reaction Database (ORD), a public repository of structured organic reaction records. describe an organic reaction: reactants, conditions, products, and yield As a reaction SMILES: [CH2:13]([Li:14])[CH2:15][CH2:16][CH3:17].[CH2:24]([CH2:25][CH2:26][CH3:27])[N:28]([C:29](=[O:30])[Cl:31])[CH2:32][CH2:33][CH2:34][CH3:35].[CH3:18][CH2:19][CH2:20][CH2:21][CH2:22][CH3:23].[O:36]1[CH2:37][CH2:38][CH2:39][CH2:40]1.[nH:1]1[cH:2][cH:3][c:4]2[c:5]([C:10](=[O:11])[OH:12])[cH:6][cH:7][cH:8][c:9]12>>[n:1]1([C:29]([N:28]([CH2:24][CH2:25][CH2:26][CH3:27])[CH2:32][CH2:33][CH2:34][CH3:35])=[O:30])[cH:2][cH:3][c:4]2[c:5]([C:10](=[O:11])[OH:12])[cH:6][cH:7][cH:8][c:9]12. Product: CCCCN(CCCC)C(=O)n1ccc2c(C(=O)O)cccc21. Starting materials: [Li]CCCC, CCCCN(CCCC)C(=O)Cl, CCCCCC, C1CCOC1, O=C(O)c1cccc2[nH]ccc12. Reactants: ClC1=CC=C(CN2C(C=CC(=C2)C2=CC=C(C=C2)CO)=O)C=C1 (1-(4-chlorobenzyl)-5-(4-(hydroxymethyl)phenyl)pyridin-2(1H)-one), C1CC(=O)N(C1=O)Br (NBS), C1=CC=C(C=C1)P(C2=CC=CC=C2)C3=CC=CC=C3 (PPh3). Procedure details: According to Scheme 25 Step 3: To a solution of 1-(4-chlorobenzyl)-5-(4-(hydroxymethyl)phenyl)pyridin-2(1H)-one (1 eq, 3.07 mmol, 1.00 g, Example 35 Step 1) in THF (8 mL) were added NBS (1.22 eq, 3.74 mmol, 0.67 g) and PPh3 (1.20 eq, 3.68 mmol, 0.97 g) at −20° C. for 4 hours. After evaporation of the solvent, the crude product was purified by silica gel chromatography (AIT Flashsmart prepacked column 50 g SiO2) using CH2Cl2/MeOH 98/2 to afford 1-(4-chlorobenzyl)-5-(4-(bromomethyl)phenyl)pyridin-... Run in C1CCOC1 (THF). The yield is 67.1%. Yields the product ClC1=CC=C(CN2C(C=CC(=C2)C2=CC=C(C=C2)CBr)=O)C=C1 (1-(4-chlorobenzyl)-5-(4-(bromomethyl)phenyl)pyridin-2(1H)-one). Reaction SMILES: [Cl:1][C:2]1[CH:23]=[CH:22][C:5]([CH2:6][N:7]2[CH:12]=[C:11]([C:13]3[CH:18]=[CH:17][C:16]([CH2:19]O)=[CH:15][CH:14]=3)[CH:10]=[CH:9][C:8]2=[O:21])=[CH:4][CH:3]=1.C1C(=O)N([Br:31])C(=O)C1.C1C=CC(P(C2C=CC=CC=2)C2C=CC=CC=2)=CC=1>C1COCC1>[Cl:1][C:2]1[CH:23]=[CH:22][C:5]([CH2:6][N:7]2[CH:12]=[C:11]([C:13]3[CH:18]=[CH:17][C:16]([CH2:19][Br:31])=[CH:15][CH:14]=3)[CH:10]=[CH:9][C:8]2=[O:21])=[CH:4][CH:3]=1. The reactants are NC=1C(=NC=CC1)CC(=O)OCC (Ethyl 2-(3-amino-pyridin-2-yl)-acetate), Cl (Hydrochloric acid). The solvent is C(C)OCC (diethyl ether). Run at time 30 minute. Product: N1C(CC2=NC=CC=C21)=O (1,3-Dihydro-2H-pyrrolo[3,2-b]pyridin-2-one). Yield: 78.5%. RXN SMILES: [NH2:1][C:2]1[C:3]([CH2:8][C:9]([O:11]CC)=O)=[N:4][CH:5]=[CH:6][CH:7]=1.Cl>C(OCC)C>[NH:1]1[C:2]2[C:3](=[N:4][CH:5]=[CH:6][CH:7]=2)[CH2:8][C:9]1=[O:11]. Reported procedure: Ethyl 2-(3-amino-pyridin-2-yl)-acetate (6.94 g, 0.038 mol) was dissolved in diethyl ether (100 mL) at room temperature. Hydrochloric acid (2M, 35 mL) was added, and the reaction was stirred for 30 minutes. The volatiles were removed to afford a brown solid that was recrystallized from ethanol and diethyl ether to provide the title compound (4.0 g, 62% yield). 1H NMR 400 MHz (DMSO-d6): δ12.35 (s, 1H); 8.12 (m, 1H); 7.90 (m, 1H); 7.14 (m, 1H); 5.75 (s, 2H). Electrospray MS m/a 135 (M+H). Reactants: CCOc1ccc(N)cn1, CN1CC(=O)CC2c3cccc4[nH]cc(c34)CC21, [Pd]. The product is CCOc1ccc(NC2CC3c4cccc5[nH]cc(c45)CC3N(C)C2)cn1. RXN SMILES: [CH2:1]([CH3:2])[O:3][c:4]1[n:5][cH:6][c:7]([NH2:10])[cH:8][cH:9]1.[CH3:11][N:12]1[CH2:13][C:14](=[O:28])[CH2:15][CH:16]2[c:17]3[cH:18][cH:19][cH:20][c:21]4[nH:22][cH:23][c:24]([c:27]34)[CH2:25][CH:26]12.[Pd:29]>>[CH2:1]([CH3:2])[O:3][c:4]1[n:5][cH:6][c:7]([NH:10][CH:14]2[CH2:13][N:12]([CH3:11])[CH:26]3[CH:16]([CH2:15]2)[c:17]2[cH:18][cH:19][cH:20][c:21]4[nH:22][cH:23][c:24]([c:27]24)[CH2:25]3)[cH:8][cH:9]1. Starting materials: BrC=1C(=NC(=NC1S(=O)C)N)C=1OC=CC1 (5-bromo-4-furan-2-yl-6-methanesulfinyl-pyrimidin-2-yl-amine), M{79Br} H+, NCCN1CCOCC1 (4-(2-aminoethyl)morpholine), M{81Br} H+. Solvent: O1CCOCC1 (dioxane). Yields the product BrC=1C(=NC(=NC1C=1OC=CC1)N)NCCN1CCOCC1 (5-Bromo-6-furan-2-yl-N4-(2-morpholin-4-yl-ethyl)-pyrimidine-2,4-diamine). RXN SMILES: [Br:1][C:2]1[C:3]([C:12]2[O:13][CH:14]=[CH:15][CH:16]=2)=[N:4][C:5]([NH2:11])=[N:6][C:7]=1S(C)=O.[NH2:17][CH2:18][CH2:19][N:20]1[CH2:25][CH2:24][O:23][CH2:22][CH2:21]1>O1CCOCC1>[Br:1][C:2]1[C:7]([NH:17][CH2:18][CH2:19][N:20]2[CH2:25][CH2:24][O:23][CH2:22][CH2:21]2)=[N:6][C:5]([NH2:11])=[N:4][C:3]=1[C:12]1[O:13][CH:14]=[CH:15][CH:16]=1. Procedure details: From 5-bromo-4-furan-2-yl-6-methanesulfinyl-pyrimidin-2-yl-amine and 4-(2-aminoethyl)morpholine in dioxane. ES-MS m/e (%): 370 (M{81Br}+H+, 100), 368 (M{79Br}+H+, 97).